Dataset: the Open Reaction Database (ORD), a public repository of structured organic reaction records. Task: describe an organic reaction: reactants, conditions, products, and yield Reactants: [H-].[H-].[H-].[H-].[Li+].[Al+3] (LiAlH4), O(C1=CC=CC=C1)[C@H]1[C@@H](CC2=CC=CC=C12)NC(=O)OCC ((±) trans 1-(phenoxy)-2-ethoxycarbonylaminoindane). The solvent is C(C)OCC (diethyl ether), C(C)OCC (diethyl ether). Run at time 8 hour. The product is O(C1=CC=CC=C1)[C@H]1[C@@H](CC2=CC=CC=C12)NC ((±) trans 1-(Phenoxy)-2-methylaminoindane). The yield is 91.6%. RXN SMILES: [H-].[H-].[H-].[H-].[Li+].[Al+3].[O:7]([C@@H:14]1[C:22]2[C:17](=[CH:18][CH:19]=[CH:20][CH:21]=2)[CH2:16][C@H:15]1[NH:23][C:24](OCC)=O)[C:8]1[CH:13]=[CH:12][CH:11]=[CH:10][CH:9]=1>C(OCC)C>[O:7]([C@@H:14]1[C:22]2[C:17](=[CH:18][CH:19]=[CH:20][CH:21]=2)[CH2:16][C@H:15]1[NH:23][CH3:24])[C:8]1[CH:9]=[CH:10][CH:11]=[CH:12][CH:13]=1 |f:0.1.2.3.4.5|. Procedure: To a stirred suspension of LiAlH4 (0.22 g, 5.7 mmol) in dry diethyl ether (5 ml) under nitrogen was added a solution of (±) trans 1-(phenoxy)-2-ethoxycarbonylaminoindane (0.34 g, 1.14 mmol) in diethyl ether (10 ml). After stirring overnight at room temperature the reaction was worked up as described in Preparation 4 to give the title compound as a brown oil (0.25 g) which was used in the next stage without further purification. The reactants are FC(CCCC1CCC(CC1)Br)F (4-(4, 4-difluorobutyl)cyclohexylbromide), Cl[SiH]1CCC(CC1)C1=CC=C(C=C1)F (4-(4-chloro-4-silacyclohexyl)-1-fluorobenzene), Cl[SiH]1CCC(CC1)C1=CC(=C(C=C1)F)F (4-(4-chloro-4-silacyclohexyl)-l, 2-difluorobenzene). Product: FC(CCC[C@@H]1CC[C@H](CC1)[Si@@H]1CC[C@H](CC1)C1=CC=C(C=C1)F)F (4-(trans-4-(trans-4-(4,4-difluorobutyl) cyclohexyl)-4-silacyclohexyl)-1-fluorobenzene). As a reaction SMILES: [F:1][CH:2]([F:13])[CH2:3][CH2:4][CH2:5][CH:6]1[CH2:11][CH2:10][CH:9](Br)[CH2:8][CH2:7]1.Cl[SiH:15]1[CH2:20][CH2:19][CH:18]([C:21]2[CH:26]=[CH:25][C:24]([F:27])=[CH:23][CH:22]=2)[CH2:17][CH2:16]1.Cl[SiH]1CCC(C2C=CC(F)=C(F)C=2)CC1>>[F:1][CH:2]([F:13])[CH2:3][CH2:4][CH2:5][C@H:6]1[CH2:11][CH2:10][C@H:9]([Si@H:15]2[CH2:20][CH2:19][C@H:18]([C:21]3[CH:22]=[CH:23][C:24]([F:27])=[CH:25][CH:26]=3)[CH2:17][CH2:16]2)[CH2:8][CH2:7]1. Procedure: The above compound was obtained in the same manner as Example 6, using 4-(4, 4-difluorobutyl)cyclohexylbromide and 4-(4-chloro-4-silacyclohexyl)-1-fluorobenzene instead of 4-(4-fluorobutyl)cyclohexylbromide and 4-(4-chloro-4-silacyclohexyl)-l, 2-difluorobenzene, respectively. The reactants are Fc1ccc(-c2cccnc2Br)cc1, C1CNCCN1, CC(C)(C)[O-], Cc1ccccc1, [Na+], O=C(C=Cc1ccccc1)C=Cc1ccccc1, O=C(C=Cc1ccccc1)C=Cc1ccccc1, O=C(C=Cc1ccccc1)C=Cc1ccccc1, [Pd], [Pd]. Product: Fc1ccc(-c2cccnc2N2CCNCC2)cc1. RXN SMILES: [Br:1][c:2]1[n:3][cH:4][cH:5][cH:6][c:7]1-[c:8]1[cH:9][cH:10][c:11]([F:14])[cH:12][cH:13]1.[CH2:15]1[CH2:16][NH:17][CH2:18][CH2:19][NH:20]1.[CH3:21][C:22]([CH3:23])([O-:24])[CH3:25].[CH3:27][c:28]1[cH:29][cH:30][cH:31][cH:32][cH:33]1.[Na+:26].[O:36]=[C:37]([CH:38]=[CH:39][c:40]1[cH:41][cH:42][cH:43][cH:44][cH:45]1)[CH:46]=[CH:47][c:48]1[cH:49][cH:50][cH:51][cH:52][cH:53]1.[O:54]=[C:55]([CH:56]=[CH:57][c:58]1[cH:59][cH:60][cH:61][cH:62][cH:63]1)[CH:64]=[CH:65][c:66]1[cH:67][cH:68][cH:69][cH:70][cH:71]1.[O:72]=[C:73]([CH:74]=[CH:75][c:76]1[cH:77][cH:78][cH:79][cH:80][cH:81]1)[CH:82]=[CH:83][c:84]1[cH:85][cH:86][cH:87][cH:88][cH:89]1.[Pd:34].[Pd:35]>>[c:2]1([N:17]2[CH2:16][CH2:15][NH:20][CH2:19][CH2:18]2)[n:3][cH:4][cH:5][cH:6][c:7]1-[c:8]1[cH:9][cH:10][c:11]([F:14])[cH:12][cH:13]1.